Dataset: the Open Reaction Database (ORD), a public repository of structured organic reaction records. Task: describe an organic reaction: reactants, conditions, products, and yield Starting materials: C(CC)C(CCC(=O)O)CCC (4-n-propyl-heptanoic acid), [OH-].[Na+] (sodium hydroxide). Run in O (water), O (water). Product: C(CC)C(CCC(=O)[O-])CCC.[Na+] (sodium 4-n-propyl-heptanoate). Reaction SMILES: [CH2:1]([CH:4]([CH2:10][CH2:11][CH3:12])[CH2:5][CH2:6][C:7]([OH:9])=[O:8])[CH2:2][CH3:3].[OH-].[Na+:14]>O>[CH2:10]([CH:4]([CH2:1][CH2:2][CH3:3])[CH2:5][CH2:6][C:7]([O-:9])=[O:8])[CH2:11][CH3:12].[Na+:14] |f:1.2,4.5|. Reported procedure: In a flask, 17.2 g (0.1 mol) of 4-n-propyl-heptanoic acid, prepared as described in the above Example 2, were dissolved in a sufficient volume of water. After that 4 g (0.1 mol) of a sodium hydroxide solution in water were added and the mixture was evaporated to dryness. The residue so obtained was rinsed with ethyl ether and maintained in a dessicator under vacuum. Conditions: time 3 day. Product: NC1=C(C=C(OC2=NC(=C(C(=C2F)OC2=CC(=C(C=C2)N)O)F)F)C=C1)O (2,4-bis(4-amino-3-hydroxyphenoxy)-3,5,6-trifluoropyridine). As a reaction SMILES: [N+:1]([C:4]1[CH:37]=[CH:36][C:7]([O:8][C:9]2[C:14]([F:15])=[C:13]([O:16][C:17]3[CH:22]=[CH:21][C:20]([N+:23]([O-])=O)=[C:19]([O:26]CC4C=CC=CC=4)[CH:18]=3)[C:12]([F:34])=[C:11]([F:35])[N:10]=2)=[CH:6][C:5]=1[O:38]CC1C=CC=CC=1)([O-])=O.[H][H]>O1CCCC1.C(OCC)(=O)C.[Pd]>[NH2:1][C:4]1[CH:37]=[CH:36][C:7]([O:8][C:9]2[C:14]([F:15])=[C:13]([O:16][C:17]3[CH:22]=[CH:21][C:20]([NH2:23])=[C:19]([OH:26])[CH:18]=3)[C:12]([F:34])=[C:11]([F:35])[N:10]=2)=[CH:6][C:5]=1[OH:38]. Reactants: [N+](=O)([O-])C1=C(C=C(OC2=NC(=C(C(=C2F)OC2=CC(=C(C=C2)[N+](=O)[O-])OCC2=CC=CC=C2)F)F)C=C1)OCC1=CC=CC=C1 (2,4-bis(4-nitro-3-benzyloxyphenoxy)-3,5,6-trifluoropyridine), Example 5, [H][H] (hydrogen). The reagents and catalysts are [Pd] (Pd/C). Isolated yield 93.0%. Solvent: mixture, O1CCCC1 (tetrahydrofuran), C(C)(=O)OCC (ethyl acetate). Procedure: 99 g of 2,4-bis(4-nitro-3-benzyloxyphenoxy)-3,5,6-trifluoropyridine prepared as described in Example 5 (0.16 mol) are dissolved in 600 ml of a mixture of tetrahydrofuran and ethyl acetate (volume ratio 1:1), and 10 g of Pd/C (palladium/carbon) are added to the solution. The mixture is then hydrogenated at room temperature in an autoclave with vigorous stirring using hydrogen at a pressure of 1 bar; after 3 days, the reaction is terminated. The yellow-beige solution is evaporated to half in a rot... Reactants: C1(CC1)NC1=NC(=NC=C1N)NCCC=1SC=CC1 (N4-cyclopropyl-N2-(2-(thiophen-2-yl)ethyl)pyrimidine-2,4,5-triamine), N1=CC=C(C=C1)C=O (4-pyridinecarboxaldehyde). Solvent: CC(=O)N(C)C (DMA). Run at temperature 140 celsius, time 16 hour. Product: C1(CC1)N1C2=NC(=NC=C2N=C1C1=CC=NC=C1)NCCC=1SC=CC1 (9-cyclopropyl-8-(pyridin-4-yl)-N-(2-(thiophen-2-yl)ethyl)-9H-purin-2-amine). The yield is 33.3%. RXN SMILES: [CH:1]1([NH:4][C:5]2[C:10]([NH2:11])=[CH:9][N:8]=[C:7]([NH:12][CH2:13][CH2:14][C:15]3[S:16][CH:17]=[CH:18][CH:19]=3)[N:6]=2)[CH2:3][CH2:2]1.[N:20]1[CH:25]=[CH:24][C:23]([CH:26]=O)=[CH:22][CH:21]=1>CC(N(C)C)=O>[CH:1]1([N:4]2[C:26]([C:23]3[CH:24]=[CH:25][N:20]=[CH:21][CH:22]=3)=[N:11][C:10]3[C:5]2=[N:6][C:7]([NH:12][CH2:13][CH2:14][C:15]2[S:16][CH:17]=[CH:18][CH:19]=2)=[N:8][CH:9]=3)[CH2:3][CH2:2]1. Reported procedure: To a solution of 0.032 g (0.12 mmol, 1.0 eq.) of N4-cyclopropyl-N2-(2-(thiophen-2-yl)ethyl)pyrimidine-2,4,5-triamine (I-3) in 5 mL of DMA was added 0.05 mL (0.38 mmol, 3.2 eq.) of 4-pyridinecarboxaldehyde. The mixture was stirred at 140° C. for 16 h and the solvent was removed in vacuo. The residue was purified by flash chromatography (EtOAc) to afford 0.015 g (0.04 mmol, 35%) of 9-cyclopropyl-8-(pyridin-4-yl)-N-(2-(thiophen-2-yl)ethyl)-9H-purin-2-amine (I-4) as a yellow solid. Reactants: COC(=O)c1ccc(Cn2ccc3cc([N+](=O)[O-])ccc32)cc1, [Na+], [OH-]. The product is O=C(O)c1ccc(Cn2ccc3cc([N+](=O)[O-])ccc32)cc1. RXN SMILES: [N+:3](=[O:4])([O-:5])[c:6]1[cH:7][c:8]2[cH:9][cH:10][n:11]([CH2:15][c:16]3[cH:17][cH:18][c:19]([C:20](=[O:21])[O:22][CH3:23])[cH:24][cH:25]3)[c:12]2[cH:13][cH:14]1.[Na+:2].[OH-:1]>>[N+:3](=[O:4])([O-:5])[c:6]1[cH:7][c:8]2[cH:9][cH:10][n:11]([CH2:15][c:16]3[cH:17][cH:18][c:19]([C:20](=[O:21])[OH:22])[cH:24][cH:25]3)[c:12]2[cH:13][cH:14]1. Reactants: CCCCOC(=O)C1CN(c2cc(F)c(N3CCOCC3)c(F)c2)C(=O)O1, CO, N. Yields the product NC(=O)C1CN(c2cc(F)c(N3CCOCC3)c(F)c2)C(=O)O1. RXN SMILES: [CH2:1]([CH2:3][CH2:4][CH3:7])[O:5][C:6](=[O:2])[CH:8]1[CH2:9][N:10]([c:14]2[cH:15][c:16]([F:27])[c:17]([N:21]3[CH2:22][CH2:23][O:24][CH2:25][CH2:26]3)[c:18]([F:20])[cH:19]2)[C:11](=[O:13])[O:12]1.[CH3:29][OH:30].[NH3:28]>>[O:5]=[C:6]([CH:8]1[CH2:9][N:10]([c:14]2[cH:15][c:16]([F:27])[c:17]([N:21]3[CH2:22][CH2:23][O:24][CH2:25][CH2:26]3)[c:18]([F:20])[cH:19]2)[C:11](=[O:13])[O:12]1)[NH2:28]. Starting materials: [OH-].[Li+] (lithium hydroxide), FC(C(=O)NCC1=CN(C=C1)C1=CC=C(C=C1)C=1NC2=C(N1)C=CC=C2C(=O)N)(F)F (2-(4-(3-Trifluoroacetamidomethylpyrrol-1-yl)phenyl)benzimidazole-4-carboxamide), Cl (hydrochloric acid). Solvent: O (water), O1CCCC1 (tetrahydrofuran). Conditions: time 2 hour. Product: NCC1=CN(C=C1)C1=CC=C(C=C1)C=1NC2=C(N1)C=CC=C2C(=O)N (2-(-4(3-Aminomethylpyrrol-1-yl)phenyl)benzimidazole-4-carboxamide). Reaction SMILES: FC(F)(F)C([NH:5][CH2:6][C:7]1[CH:11]=[CH:10][N:9]([C:12]2[CH:17]=[CH:16][C:15]([C:18]3[NH:19][C:20]4[C:26]([C:27]([NH2:29])=[O:28])=[CH:25][CH:24]=[CH:23][C:21]=4[N:22]=3)=[CH:14][CH:13]=2)[CH:8]=1)=O.[OH-].[Li+].Cl>O1CCCC1.O>[NH2:5][CH2:6][C:7]1[CH:11]=[CH:10][N:9]([C:12]2[CH:17]=[CH:16][C:15]([C:18]3[NH:19][C:20]4[C:26]([C:27]([NH2:29])=[O:28])=[CH:25][CH:24]=[CH:23][C:21]=4[N:22]=3)=[CH:14][CH:13]=2)[CH:8]=1 |f:1.2|. Reported procedure: 1.7 g (4 mmol) of the compound from Example 24 were dissolved in 70 ml of tetrahydrofuran and admixed with a solution of 0.38 g (15.9 mmol) of lithium hydroxide in 25 ml of water. The entire mixture was stirred at room temperature for 2 hours. The reaction mixture was then neutralized using dilute hydrochloric acid and the organic solvent was removed under reduced pressure. The resulting precipitate was filtered off with suction and dried. This gives 0.87 g of the product. Reactants: ClCCl, COC(=O)C1=C(C)NC(=O)N(C(=O)NCCCC(=O)Nc2cccc(C3CCN(C(=O)OC(C)(C)C)CC3)c2)C1c1ccc(F)c(F)c1, O=C(O)C(F)(F)F. Yields the product COC(=O)C1=C(C)NC(=O)N(C(=O)NCCCC(=O)Nc2cccc(C3CCNCC3)c2)C1c1ccc(F)c(F)c1. As a reaction SMILES: [Cl:56][CH2:57][Cl:58].[O:1]([CH3:2])[C:3](=[O:4])[C:5]1=[C:6]([CH3:48])[NH:7][C:8](=[O:47])[N:9]([C:19](=[O:20])[NH:21][CH2:22][CH2:23][CH2:24][C:25](=[O:26])[NH:27][c:28]2[cH:29][c:30]([CH:34]3[CH2:35][CH2:36][N:37]([C:40]([O:41][C:42]([CH3:43])([CH3:44])[CH3:45])=[O:46])[CH2:38][CH2:39]3)[cH:31][cH:32][cH:33]2)[CH:10]1[c:11]1[cH:12][c:13]([F:18])[c:14]([F:17])[cH:15][cH:16]1.[OH:49][C:50]([C:51]([F:52])([F:53])[F:54])=[O:55]>>[O:1]([CH3:2])[C:3](=[O:4])[C:5]1=[C:6]([CH3:48])[NH:7][C:8](=[O:47])[N:9]([C:19](=[O:20])[NH:21][CH2:22][CH2:23][CH2:24][C:25](=[O:26])[NH:27][c:28]2[cH:29][c:30]([CH:34]3[CH2:35][CH2:36][NH:37][CH2:38][CH2:39]3)[cH:31][cH:32][cH:33]2)[CH:10]1[c:11]1[cH:12][c:13]([F:18])[c:14]([F:17])[cH:15][cH:16]1. Starting materials: [Al+3], CC(=O)Br, O=CNCCc1ccccc1, [Cl-], [Cl-], [Cl-], ClCCCl. The product is CC(=O)c1ccc(CCNC=O)cc1. Reaction SMILES: [Al+3:17].[C:12]([CH3:13])(=[O:14])[Br:15].[CH:1](=[O:2])[NH:3][CH2:4][CH2:5][c:6]1[cH:7][cH:8][cH:9][cH:10][cH:11]1.[Cl-:16].[Cl-:18].[Cl-:19].[Cl:20][CH2:21][CH2:22][Cl:23]>>[CH:1](=[O:2])[NH:3][CH2:4][CH2:5][c:6]1[cH:7][cH:8][c:9]([C:12]([CH3:13])=[O:14])[cH:10][cH:11]1. Reactants: Nc1cccc(-c2c(Cc3ccccc3)cnc3c(C(F)(F)F)cccc23)c1, COc1ccc(C=O)cc1Cl. Product: COc1ccc(CNc2cccc(-c3c(Cc4ccccc4)cnc4c(C(F)(F)F)cccc34)c2)cc1Cl. Reaction SMILES: [CH2:1]([c:2]1[cH:3][cH:4][cH:5][cH:6][cH:7]1)[c:8]1[cH:9][n:10][c:11]2[c:12]([C:25]([F:26])([F:27])[F:28])[cH:13][cH:14][cH:15][c:16]2[c:17]1-[c:18]1[cH:19][c:20]([NH2:24])[cH:21][cH:22][cH:23]1.[Cl:29][c:30]1[cH:31][c:32]([CH:33]=[O:34])[cH:35][cH:36][c:37]1[O:38][CH3:39]>>[CH2:1]([c:2]1[cH:3][cH:4][cH:5][cH:6][cH:7]1)[c:8]1[cH:9][n:10][c:11]2[c:12]([C:25]([F:26])([F:27])[F:28])[cH:13][cH:14][cH:15][c:16]2[c:17]1-[c:18]1[cH:19][c:20]([NH:24][CH2:33][c:32]2[cH:31][c:30]([Cl:29])[c:37]([O:38][CH3:39])[cH:36][cH:35]2)[cH:21][cH:22][cH:23]1.